From a dataset of the Open Reaction Database (ORD), a public repository of structured organic reaction records. describe an organic reaction: reactants, conditions, products, and yield Starting materials: CC1=CC=C2NC=3C=C(C=CC3C(C2=C1)=O)C(=O)O (9,10-Dihydro-7-methyl-9-oxo-3-acridinecarboxylic acid), CO (MeOH). The reagents and catalysts are OS(=O)(=O)O (H2SO4), CN(C)C=O (DMF). Yields the product CC1=CC=C2NC=3C=C(C=CC3C(C2=C1)=O)C(=O)OC (9,10-Dihydro-7-methyl-9-oxo-3-acridinecarboxylic acid, methyl ester). Reaction SMILES: [CH3:1][C:2]1[CH:15]=[C:14]2[C:5]([NH:6][C:7]3[CH:8]=[C:9]([C:17]([OH:19])=[O:18])[CH:10]=[CH:11][C:12]=3[C:13]2=[O:16])=[CH:4][CH:3]=1.[CH3:20]O>OS(O)(=O)=O.CN(C=O)C>[CH3:1][C:2]1[CH:15]=[C:14]2[C:5]([NH:6][C:7]3[CH:8]=[C:9]([C:17]([O:19][CH3:20])=[O:18])[CH:10]=[CH:11][C:12]=3[C:13]2=[O:16])=[CH:4][CH:3]=1. Procedure: A mixture of compound 138B (50 mg), MeOH (12 mL), Conc. H2SO4 (2 drops), and DMF (2 drops) was heated to reflux over 18 h. LC/MS indicated the reaction was complete. The reaction mixture was concentrated in vacuo to give a brown oil (47.5 mg). HPLC retention time: 3.05 min., condition: A. M+: 268. The reactants are COC(=O)CO, CCc1cc2c(Cl)nc(SC)nc2n1Cc1ccccc1-c1ccccc1, [H-], [Na+], c1ccccc1. Yields the product CCc1cc2c(OCC(=O)OC)nc(SC)nc2n1Cc1ccccc1-c1ccccc1. RXN SMILES: [C:3]([CH2:4][OH:5])(=[O:6])[O:7][CH3:8].[CH3:9][S:10][c:11]1[n:12][c:13]([Cl:35])[c:14]2[c:15]([n:16]1)[n:17]([CH2:22][c:23]1[c:24](-[c:29]3[cH:30][cH:31][cH:32][cH:33][cH:34]3)[cH:25][cH:26][cH:27][cH:28]1)[c:18]([CH2:20][CH3:21])[cH:19]2.[H-:1].[Na+:2].[cH:36]1[cH:37][cH:38][cH:39][cH:40][cH:41]1>>[C:3]([CH2:4][O:5][c:13]1[n:12][c:11]([S:10][CH3:9])[n:16][c:15]2[c:14]1[cH:19][c:18]([CH2:20][CH3:21])[n:17]2[CH2:22][c:23]1[c:24](-[c:29]2[cH:30][cH:31][cH:32][cH:33][cH:34]2)[cH:25][cH:26][cH:27][cH:28]1)(=[O:6])[O:7][CH3:8]. Starting materials: CCCCO, COc1ccc(CN)cc1, CCN(C(C)C)C(C)C, Cc1cnc(Cl)nc1NCC(=O)N(C)C1CCN(CC2CC2)CC1. Yields the product COc1ccc(CNc2ncc(C)c(NCC(=O)N(C)C3CCN(CC4CC4)CC3)n2)cc1. Reaction SMILES: [CH2:44]([OH:45])[CH2:46][CH2:47][CH3:48].[CH3:25][O:26][c:27]1[cH:28][cH:29][c:30]([CH2:31][NH2:32])[cH:33][cH:34]1.[CH:35]([N:36]([CH:37]([CH3:38])[CH3:39])[CH2:40][CH3:41])([CH3:42])[CH3:43].[Cl:1][c:2]1[n:3][cH:4][c:5]([CH3:24])[c:6]([NH:8][CH2:9][C:10](=[O:11])[N:12]([CH3:13])[CH:14]2[CH2:15][CH2:16][N:17]([CH2:20][CH:21]3[CH2:22][CH2:23]3)[CH2:18][CH2:19]2)[n:7]1>>[c:2]1([NH:32][CH2:31][c:30]2[cH:29][cH:28][c:27]([O:26][CH3:25])[cH:34][cH:33]2)[n:3][cH:4][c:5]([CH3:24])[c:6]([NH:8][CH2:9][C:10](=[O:11])[N:12]([CH3:13])[CH:14]2[CH2:15][CH2:16][N:17]([CH2:20][CH:21]3[CH2:22][CH2:23]3)[CH2:18][CH2:19]2)[n:7]1. Reactants: Nc1c(F)cccc1Br, C[Al](C)C, Cc1ccccc1, COC(=O)c1cc(-c2cnn(C3CCN(C)CC3)c2)cnc1N. Product: CN1CCC(n2cc(-c3cnc(N)c(C(=O)Nc4c(F)cccc4Br)c3)cn2)CC1. RXN SMILES: [Br:5][c:6]1[c:7]([NH2:8])[c:9]([F:13])[cH:10][cH:11][cH:12]1.[CH3:1][Al:2]([CH3:3])[CH3:4].[CH3:37][c:38]1[cH:39][cH:40][cH:41][cH:42][cH:43]1.[NH2:14][c:15]1[n:16][cH:17][c:18](-[c:25]2[cH:26][n:27][n:28]([CH:30]3[CH2:31][CH2:32][N:33]([CH3:36])[CH2:34][CH2:35]3)[cH:29]2)[cH:19][c:20]1[C:21](=[O:22])[O:23][CH3:24]>>[Br:5][c:6]1[c:7]([NH:8][C:21]([c:20]2[c:15]([NH2:14])[n:16][cH:17][c:18](-[c:25]3[cH:26][n:27][n:28]([CH:30]4[CH2:31][CH2:32][N:33]([CH3:36])[CH2:34][CH2:35]4)[cH:29]3)[cH:19]2)=[O:22])[c:9]([F:13])[cH:10][cH:11][cH:12]1. Reactants: CC1(C2CCC1(C(=O)C2)CS(=O)(=O)O)C (D-camphorsulfonic acid), CC=1C(=C(C(=C(O)C1)C)C)O (trimethylhydroquinone), OC(C)C1=CC=C(C=C1)CC(=O)OCC (ethyl 4-(1-hydroxyethyl)phenylacetate). Solvent: C1(=CC=CC=C1)C (toluene). Run at temperature 60 celsius, time 18 hour. Product: C(C)(C)OC(C)C (IPE), CC1=C(C(C(=C(C1=O)C)C)=O)C(C)C1=CC=C(C=C1)CC(=O)OCC (ethyl 4-[1-(3,5,6-trimethyl-1,4-benzoquinon-2yl)ethyl]phenylacetate). As a reaction SMILES: [CH3:1][C:2]1[C:3]([OH:11])=[C:4]([CH3:10])[C:5]([CH3:9])=[C:6]([CH:8]=1)[OH:7].O[CH:13]([C:15]1[CH:20]=[CH:19][C:18]([CH2:21][C:22]([O:24][CH2:25][CH3:26])=[O:23])=[CH:17][CH:16]=1)[CH3:14].CC1(C)C2(CS(O)(=O)=O)C(CC1CC2)=O>C1(C)C=CC=CC=1>[CH:13]([O:7][CH:6]([CH3:5])[CH3:8])([CH3:15])[CH3:14].[CH3:1][C:2]1[C:3](=[O:11])[C:4]([CH3:10])=[C:5]([CH3:9])[C:6](=[O:7])[C:8]=1[CH:13]([C:15]1[CH:20]=[CH:19][C:18]([CH2:21][C:22]([O:24][CH2:25][CH3:26])=[O:23])=[CH:17][CH:16]=1)[CH3:14]. Reported procedure: To 100 ml of toluene were added 2.2 g (2 mmole) of trimethylhydroquinone and 3 g (1.5 mmole) of ethyl 4-(1-hydroxyethyl)phenylacetate, and after 0.2 g of D-camphorsulfonic acid was added, the reaction solution was stirred for 18 hours with heating at 60° C., cooled and evaporated under reduced pressure. The residue was dissolved in THF, and an aqueous solution of ferric chloride was added to the solution to carry out oxidation. Isopropyl ether (IPE) was added to the reaction solution, and the mi... The reactants are FC=1C=C2C(=CNC2=CC1)C=1CCN(CC1)C (5-fluoro-3-(1-methyl-1,2,3,6-tetrahydro-4-pyridinyl)-1H-indole), C1(=CC=CC2=CC=CC=C12)S(=O)(=O)Cl (1-naphthylsulfonyl chloride). Yields the product FC=1C=C2C(=CN(C2=CC1)S(=O)(=O)C1=CC=CC2=CC=CC=C12)C=1CCN(CC1)C (5-Fluoro-3-(1-methyl-1,2,3,6-tetrahydro-4-pyridinyl)-1-(1-naphthylsulfonyl)indole). RXN SMILES: [F:1][C:2]1[CH:3]=[C:4]2[C:8](=[CH:9][CH:10]=1)[NH:7][CH:6]=[C:5]2[C:11]1[CH2:12][CH2:13][N:14]([CH3:17])[CH2:15][CH:16]=1.[C:18]1([S:28](Cl)(=[O:30])=[O:29])[C:27]2[C:22](=[CH:23][CH:24]=[CH:25][CH:26]=2)[CH:21]=[CH:20][CH:19]=1>>[F:1][C:2]1[CH:3]=[C:4]2[C:8](=[CH:9][CH:10]=1)[N:7]([S:28]([C:18]1[C:27]3[C:22](=[CH:23][CH:24]=[CH:25][CH:26]=3)[CH:21]=[CH:20][CH:19]=1)(=[O:30])=[O:29])[CH:6]=[C:5]2[C:11]1[CH2:12][CH2:13][N:14]([CH3:17])[CH2:15][CH:16]=1. Reported procedure: (28.2 mg, 52%), from 5-fluoro-3-(1-methyl-1,2,3,6-tetrahydro-4-pyridinyl)-1H-indole (Example 4b, 29.4 mg, 0.128 mmol) and 1-naphthylsulfonyl chloride (58 mg, 0.26 mmol); HRMS-FAB+ for C24H22N2O2SF calculated MH+ : 421.13861; found: 421.14099.